This data is from the Open Reaction Database (ORD), a public repository of structured organic reaction records. The task is: describe an organic reaction: reactants, conditions, products, and yield Reactants: N1CCNCC1 (Piperazine), C(C)OC1=CC=C2CCC(C2=C1)=O (6-ethoxyindan-1-one), [BH4-].[Na+] (sodium borohydride). The reagents and catalysts are CC([O-])C.[Ti+4].CC([O-])C.CC([O-])C.CC([O-])C (titanium(IV) isopropoxide). The product is C(C)OC1=CC=C2CCC(C2=C1)N1CCNCC1 (1-(6-Ethoxyindan-1-yl)piperazine). Reaction SMILES: [NH:1]1[CH2:6][CH2:5][NH:4][CH2:3][CH2:2]1.[CH2:7]([O:9][C:10]1[CH:18]=[C:17]2[C:13]([CH2:14][CH2:15][C:16]2=O)=[CH:12][CH:11]=1)[CH3:8].[BH4-].[Na+]>CC(C)[O-].[Ti+4].CC(C)[O-].CC(C)[O-].CC(C)[O-]>[CH2:7]([O:9][C:10]1[CH:18]=[C:17]2[C:13]([CH2:14][CH2:15][CH:16]2[N:1]2[CH2:6][CH2:5][NH:4][CH2:3][CH2:2]2)=[CH:12][CH:11]=1)[CH3:8] |f:2.3,4.5.6.7.8|. Procedure: Piperazine (19.8 g, 0.23 mol), 6-ethoxyindan-1-one (4.00 g, 23 mmol), titanium(IV) isopropoxide (15.3 ml, 46 mmol) and sodium borohydride (2.7 g, 71 mmol) were reacted by Method A to give the product which was converted to the fumurate salt (beige solid, 5.7 g, 68.5%, mp: 142°-147° C.). Calcd for C15H22N2O.C4H4O4 : C, 62.97%; H, 7.23%; N, 7.73%. Found: C. 62.88%; H, 7.22%; N, 7.48%. Starting materials: C1(=CC=CC=C1)CCCCC=O (5-phenylpentanal), C(C)(C)(C)OC(=O)C=P(C1=CC=CC=C1)(C1=CC=CC=C1)C1=CC=CC=C1 ((t-butoxycarbonylmethylene)triphenyl-phosphorane). The solvent is C1CCOC1 (THF). Reaction conditions: time 2.5 hour. Product: C1(=CC=CC=C1)CCCCC=CC(=O)OC(C)(C)C (t-butyl 7-phenyl-2-heptenoate). The yield is 79.4%. Reaction SMILES: [C:1]1([CH2:7][CH2:8][CH2:9][CH2:10][CH:11]=O)[CH:6]=[CH:5][CH:4]=[CH:3][CH:2]=1.[C:13]([O:17][C:18]([CH:20]=P(C1C=CC=CC=1)(C1C=CC=CC=1)C1C=CC=CC=1)=[O:19])([CH3:16])([CH3:15])[CH3:14]>C1COCC1>[C:1]1([CH2:7][CH2:8][CH2:9][CH2:10][CH:11]=[CH:20][C:18]([O:17][C:13]([CH3:16])([CH3:15])[CH3:14])=[O:19])[CH:2]=[CH:3][CH:4]=[CH:5][CH:6]=1. Procedure details: To a solution of 5-phenylpentanal (60 mmol) in anhydrous THF (100 mL) at room temperature is added (t-butoxycarbonylmethylene)triphenyl-phosphorane (27.5 g, 72 mmol). The resulting orange solution is stirred for 2.5 hours, after which TLC analysis indicated complete reaction. The reaction mixture is concentrated in vacuo to afford a crude product which is chromatographed on silica gel (hexane/EtOAc, 19:1) to afford 12.4 g of t-butyl 7-phenyl-2-heptenoate (80%) as a colorless oil. TLC [pet-ether/... Starting materials: CCCC1(C(=O)c2ccc3ccccc3n2)CCN(C(=O)OC(C)(C)C)CC1, CO, Cl. Product: Cl, CCCC1(C(=O)c2ccc3ccccc3n2)CCNCC1. Reaction SMILES: [C:1]([O:2][C:3](=[O:4])[N:8]1[CH2:9][CH2:10][C:11]([C:14](=[O:15])[c:16]2[n:17][c:18]3[cH:19][cH:20][cH:21][cH:22][c:23]3[cH:24][cH:25]2)([CH2:26][CH2:27][CH3:28])[CH2:12][CH2:13]1)([CH3:5])([CH3:6])[CH3:7].[CH3:30][OH:31].[ClH:29]>>[ClH:29].[NH:8]1[CH2:9][CH2:10][C:11]([C:14](=[O:15])[c:16]2[n:17][c:18]3[cH:19][cH:20][cH:21][cH:22][c:23]3[cH:24][cH:25]2)([CH2:26][CH2:27][CH3:28])[CH2:12][CH2:13]1. The reactants are FC1=CC=C(C=C1)B(O)O ((4-fluoro-phenyl)-boronic acid), IC1=CC=C(OCC2=C(OC=C2)C)C=C1 (3-(4-Iodo-phenoxymethyl)-2-methyl-furan). Reaction conditions: temperature 95 celsius, time 12 hour. Yields the product FC1=CC=C(C=C1)C1=CC=C(C=C1)OCC1=C(OC=C1)C (3-(4′-Fluoro-biphenyl-4-yloxymethyl)-2-methyl-furan). Reaction SMILES: [F:1][C:2]1[CH:7]=[CH:6][C:5](B(O)O)=[CH:4][CH:3]=1.I[C:12]1[CH:25]=[CH:24][C:15]([O:16][CH2:17][C:18]2[CH:22]=[CH:21][O:20][C:19]=2[CH3:23])=[CH:14][CH:13]=1>>[F:1][C:2]1[CH:7]=[CH:6][C:5]([C:12]2[CH:13]=[CH:14][C:15]([O:16][CH2:17][C:18]3[CH:22]=[CH:21][O:20][C:19]=3[CH3:23])=[CH:24][CH:25]=2)=[CH:4][CH:3]=1. Reported procedure: A mixture of (4-fluoro-phenyl)-boronic acid (300 mg, 2.1 mmoles), 3-(4-iodophenoxymethyl)-2-methyl-furan (123). (500 mg, 1.6 mmoles) and potassium acetate (0.6 g) in N,N-dimethylformamide (70 mL) was degassed, treated with [1,1′-bis(diphenylphosphino) ferrocene]dichloropalladium(II) complex with dichloromethane (1:1) (90 mg) and the mixture was agitated at 95° C. for 12 hours under an argon atmosphere. The mixture was concentrated in vacuo, partitioned between water (100 ml) and diethyl ether (2... The reactants are BrC1=C2C=CNC2=CC=C1 (4-bromoindole), C1(=CC(=CC=C1)B(O)O)C1=CC=CC=C1 (3-biphenylboronic acid), [OH-].[Na+] (sodium hydroxide). Reagents/catalysts: [Pd] (Palladium). Solvent: C1CCOC1 (THF), C(C)(=O)OCC (ethyl acetate). Reaction conditions: temperature 75 celsius, time 8 hour. The product is C1(=CC(=CC=C1)C1=C2C=CNC2=CC=C1)C1=CC=CC=C1 (4-biphenyl-3-yl-1H-indole). Reaction SMILES: Br[C:2]1[CH:10]=[CH:9][CH:8]=[C:7]2[C:3]=1[CH:4]=[CH:5][NH:6]2.[C:11]1([C:20]2[CH:25]=[CH:24][CH:23]=[CH:22][CH:21]=2)[CH:16]=[CH:15][CH:14]=[C:13](B(O)O)[CH:12]=1.[OH-].[Na+]>C1COCC1.[Pd].C(OCC)(=O)C>[C:11]1([C:20]2[CH:21]=[CH:22][CH:23]=[CH:24][CH:25]=2)[CH:16]=[CH:15][CH:14]=[C:13]([C:2]2[CH:10]=[CH:9][CH:8]=[C:7]3[C:3]=2[CH:4]=[CH:5][NH:6]3)[CH:12]=1 |f:2.3|. Procedure details: To a mixture of 4-bromoindole (2.1 g, 10 mmol), and 3-biphenylboronic acid (2.2 g, 10 mmol) in THF (34.5 mL) were added Palladium catalyst Pd(PPh3)4 (0.35 g, 0.3 mmol) and the freshly prepared sodium hydroxide solution (1.21 g, 30 mmol in 14 mL of water). The system was degassed and then charged with nitrogen. The degas procedure was repeated for three times. The mixture was stirred under nitrogen at 75° C. oil bath for overnight. TLC showed the completion of the coupling reaction. The mixture w... Reactants: CC1=NNC2=CC=C(C=C12)C=O (3-methyl-1H-indazole-5-carbaldehyde), NC(=CC#N)C(F)(F)F (3-amino-4,4,4-trifluorobut-2-enenitrile). Solvent: CO.ClCCl (methanol dichloromethane), C(C)(=O)O (acetic acid). Yields the product CC1=NNC2=CC=C(C=C12)C1C(=C(NC(=C1C#N)C(F)(F)F)C(F)(F)F)C#N (4-(3-Methyl-1H-indazol-5-yl)-2,6-bis(trifluoromethyl)-1,4-dihydropyridine-3,5-dicarbonitrile). RXN SMILES: [CH3:1][C:2]1[C:10]2[C:5](=[CH:6][CH:7]=[C:8]([CH:11]=O)[CH:9]=2)[NH:4][N:3]=1.[NH2:13][C:14]([C:18]([F:21])([F:20])[F:19])=[CH:15][C:16]#[N:17]>C(O)(=O)C.CO.ClCCl>[CH3:1][C:2]1[C:10]2[C:5](=[CH:6][CH:7]=[C:8]([CH:11]3[C:15]([C:16]#[N:17])=[C:14]([C:18]([F:21])([F:20])[F:19])[NH:13][C:14]([C:18]([F:21])([F:20])[F:19])=[C:15]3[C:16]#[N:17])[CH:9]=2)[NH:4][N:3]=1 |f:3.4|. Procedure: A mixture of 50 mg (0.31 mmol) 3-methyl-1H-indazole-5-carbaldehyde (Example 1A), 106 mg (0.78 mmol) 3-amino-4,4,4-trifluorobut-2-enenitrile [preparation: A. W. Lutz, U.S. Pat. No. 3,635,977; C. G. Krespan, J. Org. Chem. 34, 42 (1969)] and a trace amount of powdered 4 Å molecular sieve in acetic acid (0.30 ml) was heated to reflux temperature for 2 h. After cooling, the reaction mixture was diluted with methanol/dichloromethane and filtered. The filtrate was evaporated, and the residue was purifi... Reactants: BrCF (bromofluoromethane), COC=1C=C(C=CC1OC)CCNC(C(=CO)C1=CC=C(C=C1)C)=O (N-[2-(3,4-dimethoxyphenyl)ethyl]-3-hydroxy-2-(4-methylphenyl)acrylamide), [H-].[Na+] (sodium hydride), CN(C=O)C (N,N-dimethylformamide). Solvent: C(C)OCC (diethyl ether), O (water). Run at temperature -5 celsius, time 30 minute. Yields the product COC=1C=C(C=CC1OC)CCNC(C(=COCF)C1=CC=C(C=C1)C)=O (N-[2-(3,4-dimethoxyphenyl)ethyl]-3-fluoromethoxy-2-(4-methylphenyl)acrylamide). Reaction SMILES: [CH3:1][O:2][C:3]1[CH:4]=[C:5]([CH2:11][CH2:12][NH:13][C:14](=[O:25])[C:15]([C:18]2[CH:23]=[CH:22][C:21]([CH3:24])=[CH:20][CH:19]=2)=[CH:16][OH:17])[CH:6]=[CH:7][C:8]=1[O:9][CH3:10].[H-].[Na+].CN(C)C=O.Br[CH2:34][F:35]>O.C(OCC)C>[CH3:1][O:2][C:3]1[CH:4]=[C:5]([CH2:11][CH2:12][NH:13][C:14](=[O:25])[C:15]([C:18]2[CH:23]=[CH:22][C:21]([CH3:24])=[CH:20][CH:19]=2)=[CH:16][O:17][CH2:34][F:35])[CH:6]=[CH:7][C:8]=1[O:9][CH3:10] |f:1.2|. Reported procedure: Two hundred milligrams (200 mg) of N-[2-(3,4-dimethoxyphenyl)ethyl]-3-hydroxy-2-(4-methylphenyl)acrylamide (0.586 mmol), 28 mg (0.70 mmol) of 60% sodium hydride, 2 ml of anhydrous N,N-dimethylformamide and 1 ml of anhydrous diethyl ether were mixed and 0.5 ml of bromofluoromethane was added thereto at −5° C. The mixture was stirred at −5° C. for 30 minutes and then stirred at 0° C. for 1 hour. The reaction mixture was added to water and extracted with ethyl acetate. The organic layer was washed ...